The task is: describe an organic reaction: reactants, conditions, products, and yield. This data is from the Open Reaction Database (ORD), a public repository of structured organic reaction records. Reactants: C(C)(=O)OCC (ethyl acetate), [H-].[Na+] (Sodium hydride), N=1N=CN(C1)NC1=CC=C(C#N)C=C1 (4-([1,2,4]triazol-4-ylamino)-benzonitrile), BrCCCCCCCCCCBr (1,10-dibromodecane). Run in CS(=O)C (DMSO). Run at time 8 hour. The product is BrCCCCCCCCCCN(C1=CC=C(C#N)C=C1)N1C=NN=C1 (4-[(10-Bromo-decyl)-[1,2,4]triazol-4-yl-amino]-benzonitrile). RXN SMILES: [H-].[Na+].[N:3]1[N:4]=[CH:5][N:6]([NH:8][C:9]2[CH:16]=[CH:15][C:12]([C:13]#[N:14])=[CH:11][CH:10]=2)[CH:7]=1.[Br:17][CH2:18][CH2:19][CH2:20][CH2:21][CH2:22][CH2:23][CH2:24][CH2:25][CH2:26][CH2:27]Br.C(OCC)(=O)C>CS(C)=O>[Br:17][CH2:18][CH2:19][CH2:20][CH2:21][CH2:22][CH2:23][CH2:24][CH2:25][CH2:26][CH2:27][N:8]([N:6]1[CH:5]=[N:4][N:3]=[CH:7]1)[C:9]1[CH:10]=[CH:11][C:12]([C:13]#[N:14])=[CH:15][CH:16]=1 |f:0.1|. Procedure: Sodium hydride (60%, 240 mg, 6.0 mmol) was added to a solution of 4-([1,2,4]triazol-4-ylamino)-benzonitrile (926 mg, 5.0 mmol) in DMSO (25 mL) at r.t. The mixture was stirred for 1 hour at this temperature and 1,10-dibromodecane (5 mL) was added. The reaction mixture was stirred overnight and ethyl acetate (100 mL) was added. The mixture was transferred into a separation funnel and extracted with water (twice 100 mL) and brine (20 mL). The organic layer was dried over sodium sulphate and concent... The reactants are ClC1=CC2=C(C3C(CN=C2C2=CC=CC=C2)N=CNC3=O)C=C1 (9-chloro-4a,11b-dihydro-7-phenyl-5H-pyrimido[4,5-d][2]benzazepin-1(2H)-one). Reagents/catalysts: [O-2].[O-2].[Mn+4] (manganese dioxide). Solvent: O1CCCC1 (tetrahydrofuran). The product is ClC1=CC2=C(C3=C(CN=C2C2=CC=CC=C2)N=CNC3=O)C=C1 (9-Chloro-7-phenyl-5H-pyrimido[4,5-d][2]benzazepin-1(2H)-one). As a reaction SMILES: [Cl:1][C:2]1[CH:23]=[CH:22][C:5]2[CH:6]3[C:20](=[O:21])[NH:19][CH:18]=[N:17][CH:7]3[CH2:8][N:9]=[C:10]([C:11]3[CH:16]=[CH:15][CH:14]=[CH:13][CH:12]=3)[C:4]=2[CH:3]=1>O1CCCC1.[O-2].[O-2].[Mn+4]>[Cl:1][C:2]1[CH:23]=[CH:22][C:5]2[C:6]3[C:20](=[O:21])[NH:19][CH:18]=[N:17][C:7]=3[CH2:8][N:9]=[C:10]([C:11]3[CH:12]=[CH:13][CH:14]=[CH:15][CH:16]=3)[C:4]=2[CH:3]=1 |f:2.3.4|. Reported procedure: A mixture of 2.2 g (6.8 mmol) of 9-chloro-4a,11b-dihydro-7-phenyl-5H-pyrimido[4,5-d][2]benzazepin-1(2H)-one and 10 g (110 mmol) of activated manganese dioxide in 100 mL of tetrahydrofuran was refluxed for 18 hr. The mixture was cooled, the manganese dioxide was removed by filtration over celite and the filtrate was concentrated at reduced pressure. Purification of the residue by column chromatography (silica gel 10 g; eluents, 20% ether in methylene chloride followed by 50% ethyl acetate in meth... Starting materials: O (water), CC=1C=C(C=NC1)NC#C[Si](C)(C)C (5-Methyl-2-trimethylsilanylethynyl-pyridin-3-ylamine), CC(C)(C)[O-].[K+] (potassium tert-butylate). The solvent is CN1CCCC1=O (NMP), CN1CCCC1=O (NMP). Reaction conditions: time 4 hour. Product: CC=1C=C2C(=NC1)C=CN2 (6-Methyl-1H-pyrrolo[3,2-b]pyridine). Yield: 75.4%. RXN SMILES: [CH3:1][C:2]1[CH:3]=[C:4]([NH:8][C:9]#[C:10][Si](C)(C)C)[CH:5]=[N:6][CH:7]=1.CC([O-])(C)C.[K+].O>CN1C(=O)CCC1>[CH3:1][C:2]1[CH:3]=[C:4]2[NH:8][CH:9]=[CH:10][C:5]2=[N:6][CH:7]=1 |f:1.2|. Reported procedure: A solution of the compound of step 1 (5.12 g, 25.1 mmol) in NMP (125 ml) was added dropwise at room temperature to potassium tert-butylate (5.91 g, 52.6 mmol) in NMP (125 ml). The reaction mixture was stirred for 4 h at room temperature, then water was added and the aqueous phase was extracted with diethyl ether. The combined organic phases were dried over sodium sulfate, filtered and concentrated to give 2.5 g of the title compound.